The task is: describe an organic reaction: reactants, conditions, products, and yield. This data is from the Open Reaction Database (ORD), a public repository of structured organic reaction records. Starting materials: O=C1OC2=C(N1)C=CC(=C2)NC(C(=O)O)=O (N-(2-oxo-2,3-dihydro-benzoxazol-6-yl)-oxalamic acid), COC1=CC=C(CC2CCNCC2)C=C1 (4-(4-methoxy-benzyl)-piperidine), C(C)(C)OC(C)C (diisopropylether). The product is COC1=CC=C(CC2CCN(CC2)C(C(=O)NC2=CC3=C(NC(O3)=O)C=C2)=O)C=C1 (2-[4-[4-Methoxy-benzyl)-piperidin-1-yl]-2-oxo-N-(2-oxo-2,3-dihydro-benzoxazol-6-yl)-acetamide). RXN SMILES: [O:1]=[C:2]1[NH:6][C:5]2[CH:7]=[CH:8][C:9]([NH:11][C:12](=[O:16])[C:13]([OH:15])=O)=[CH:10][C:4]=2[O:3]1.[CH3:17][O:18][C:19]1[CH:31]=[CH:30][C:22]([CH2:23][CH:24]2[CH2:29][CH2:28][NH:27][CH2:26][CH2:25]2)=[CH:21][CH:20]=1.C(OC(C)C)(C)C>>[CH3:17][O:18][C:19]1[CH:20]=[CH:21][C:22]([CH2:23][CH:24]2[CH2:25][CH2:26][N:27]([C:13](=[O:15])[C:12]([NH:11][C:9]3[CH:8]=[CH:7][C:5]4[NH:6][C:2](=[O:1])[O:3][C:4]=4[CH:10]=3)=[O:16])[CH2:28][CH2:29]2)=[CH:30][CH:31]=1. Reported procedure: The title compound is prepared from N-(2-oxo-2,3-dihydro-benzoxazol-6-yl)-oxalamic acid (Example 43e) and 4-(4-methoxy-benzyl)-piperidine according to the method described in Example 1c. Melting Point: 193-197° C. (diisopropylether) The reactants are C=1C=CC=2NC=CC2C1. The reagents and catalysts are O=C1C=CC=2C=CC=C(C3=CN=C(C=C3)C=4N=CC=CC4)C2N1, O1B(OC(C)(C)C1(C)C)B2OC(C)(C)C(O2)(C)C, C[OH2+].C[OH2+].C1CC=CCCC=C1.C1CC=CCCC=C1.[Ir].[Ir]. Run in O1CCCC1. Reaction conditions: temperature 80 celsius, time 12 hour. The product is O1B(OC(C)(C)C1(C)C)C2=CC=3C=CC=CC3N2. Isolated yield 25.0%. Reactants: ClCCl (dichloromethane), Ice water, [N+](=O)([O-])C=1C=C(C=O)C=CC1OC (3-nitro-4-methoxybenzaldehyde), COC=1C=C(C=C(C1OC)OC)CC#N (3,4,5-trimethoxyphenylacetonitrile), [OH-].[Na+] (sodium hydroxide). Reagents/catalysts: [Cl-].C(CCCCCCC)[NH2+]C (octylmethylammonium chloride). Solvent: O (water). Product: [N+](=O)([O-])C=1C=C(C=CC1OC)\C=C(/C#N)\C1=CC(=C(C(=C1)OC)OC)OC ((Z)-3-(3-nitro-4-methoxyphenyl)-2-(3,4,5-trimethoxyphenyl)-prop-2-ene-nitrile). Yield: 72.4%. As a reaction SMILES: [N+:1]([C:4]1[CH:5]=[C:6]([CH:9]=[CH:10][C:11]=1[O:12][CH3:13])[CH:7]=O)([O-:3])=[O:2].[CH3:14][O:15][C:16]1[CH:17]=[C:18]([CH2:26][C:27]#[N:28])[CH:19]=[C:20]([O:24][CH3:25])[C:21]=1[O:22][CH3:23].[OH-].[Na+].ClCCl>O.[Cl-].C([NH2+]C)CCCCCCC>[N+:1]([C:4]1[CH:5]=[C:6](/[CH:7]=[C:26](/[C:18]2[CH:19]=[C:20]([O:24][CH3:25])[C:21]([O:22][CH3:23])=[C:16]([O:15][CH3:14])[CH:17]=2)\[C:27]#[N:28])[CH:9]=[CH:10][C:11]=1[O:12][CH3:13])([O-:3])=[O:2] |f:2.3,6.7|. Reported procedure: 3.0 g of 3-nitro-4-methoxybenzaldehyde, 3.4 g of 3,4,5-trimethoxyphenylacetonitrile, 800 mg of sodium hydroxide and 100 mg of octylmethylammonium chloride were dissolved in 15 ml of water and 15 ml of dichloromethane and reacted for 4 hours at room temperature. Ice water was added to the reaction liquid, which was then extracted three times each with dichloromethane. The extract was dried with anhydrous sodium sulfate and concentrated. The concentrated liquid was purified by crystallization (eth... The reactants are CO, C#CC(=O)Nc1ccc(-c2ccc(Cl)cc2)cc1F, ClCCl, Ic1ccc(CN2CCCC2)cc1, N. Yields the product O=C(C#Cc1ccc(CN2CCCC2)cc1)Nc1ccc(-c2ccc(Cl)cc2)cc1F. Reaction SMILES: [CH3:34][OH:35].[Cl:14][c:15]1[cH:16][cH:17][c:18](-[c:21]2[cH:22][c:23]([F:32])[c:24]([NH:27][C:28]([C:29]#[CH:30])=[O:31])[cH:25][cH:26]2)[cH:19][cH:20]1.[Cl:36][CH2:37][Cl:38].[I:1][c:2]1[cH:3][cH:4][c:5]([CH2:6][N:7]2[CH2:8][CH2:9][CH2:10][CH2:11]2)[cH:12][cH:13]1.[NH3:33]>>[c:2]1([C:30]#[C:29][C:28]([NH:27][c:24]2[c:23]([F:32])[cH:22][c:21](-[c:18]3[cH:17][cH:16][c:15]([Cl:14])[cH:20][cH:19]3)[cH:26][cH:25]2)=[O:31])[cH:3][cH:4][c:5]([CH2:6][N:7]2[CH2:8][CH2:9][CH2:10][CH2:11]2)[cH:12][cH:13]1.